From a dataset of the Open Reaction Database (ORD), a public repository of structured organic reaction records. describe an organic reaction: reactants, conditions, products, and yield Starting materials: CC=1NC2=CC=CC=C2C1 (2-methylindole), COC1=C(C=CC(=C1)OC)C1OC(=O)C2=CC(=CC=C12)N(C)C (3-(2',4'-dimethoxyphenyl)-6-dimethylaminophthalide). The product is CN(C1=CC=C(C=C1)C1OC(=O)C2=CC(=CC=C12)N(C)C)C (3-(p-dimethylaminophenyl)-6-dimethylaminophthalide), CN(C1=CC=CC=C1)C (dimethylaniline), triarylmethane. Reaction SMILES: CO[C:3]1[CH:8]=[C:7](OC)[CH:6]=[CH:5][C:4]=1[CH:11]1[C:20]2[C:15](=[CH:16][C:17]([N:21]([CH3:23])[CH3:22])=[CH:18][CH:19]=2)[C:13](=[O:14])[O:12]1.C[C:25]1[NH:26][C:27]2C(C=1)=CC=CC=2>>[CH3:25][N:26]([CH3:27])[C:7]1[CH:6]=[CH:5][C:4]([CH:11]2[C:20]3[C:15](=[CH:16][C:17]([N:21]([CH3:23])[CH3:22])=[CH:18][CH:19]=3)[C:13](=[O:14])[O:12]2)=[CH:3][CH:8]=1.[CH3:22][N:21]([CH3:23])[C:17]1[CH:18]=[CH:19][CH:20]=[CH:15][CH:16]=1. Procedure details: Example 1 was repeated except that 32 g of 3-(2',4'-dimethoxyphenyl)-6-dimethylaminophthalide and 13.5 g of 2-methylindole were used, respectively, instead of 30 g of 3-(p-dimethylaminophenyl)-6-dimethylaminophthalide and 13 g of dimethylaniline to obtain 27 g of triarylmethane having the following structure whose m.p. was 202°-203° C. in the form of colourless crystals (Recrystallized from methanol). This compound becomes bluish violet upon exposure to light on silica gel. ##STR13## Starting materials: CCCC(=CS(=O)(=O)c1ccccc1)C(=O)O, CO, [H][H]. Yields the product CCCC(CS(=O)(=O)c1ccccc1)C(=O)O. RXN SMILES: [CH2:1]([CH2:2][CH3:3])[C:4]([C:5](=[O:6])[OH:7])=[CH:8][S:9](=[O:10])(=[O:11])[c:12]1[cH:13][cH:14][cH:15][cH:16][cH:17]1.[CH3:20][OH:21].[H:18][H:19]>>[CH2:1]([CH2:2][CH3:3])[CH:4]([C:5](=[O:6])[OH:7])[CH2:8][S:9](=[O:10])(=[O:11])[c:12]1[cH:13][cH:14][cH:15][cH:16][cH:17]1.